Dataset: the Open Reaction Database (ORD), a public repository of structured organic reaction records. Task: describe an organic reaction: reactants, conditions, products, and yield The reactants are C(C1=CC=CC=C1)OC1=CC=C(C=O)C=C1 (4-benzyloxybenzaldehyde), ice water, [H-].[Na+] (NaH), [I-].C[S+](=O)(C)C (Trimethylsulfoxonium iodide). Run in C1CCOC1 (THF), CS(=O)C (DMSO). Conditions: time 30 minute. Product: C(C1=CC=CC=C1)OC1=CC=C(C=C1)C1OC1 (2-(4-(benzyloxy)phenyl)oxirane). Reaction SMILES: [H-].[Na+].[I-].[CH3:4][S+](C)(C)=O.[CH2:9]([O:16][C:17]1[CH:24]=[CH:23][C:20]([CH:21]=[O:22])=[CH:19][CH:18]=1)[C:10]1[CH:15]=[CH:14][CH:13]=[CH:12][CH:11]=1>CS(C)=O.C1COCC1>[CH2:9]([O:16][C:17]1[CH:18]=[CH:19][C:20]([CH:21]2[CH2:4][O:22]2)=[CH:23][CH:24]=1)[C:10]1[CH:11]=[CH:12][CH:13]=[CH:14][CH:15]=1 |f:0.1,2.3|. Procedure details: NaH (60%, 0.5 g, 23.6 mmol) was diluted in DMSO (50 mL) and stirred for 30 min at rt under nitrogen. Trimethylsulfoxonium iodide (7.8 g, 35.37 mmol) was added in portions at 0° C. The reaction mixture was stirred for 1 h. Then a solution of 4-benzyloxybenzaldehyde (5 g, 23.58 mmol) in THF (15 mL) was added. The reaction solution was stirred at rt for 3 h. The reaction mixture was poured into ice-water and extracted with ether. The organic layer was dried over Na2SO4 and concentrated to give 2-(4... Reactants: [Si](C1=CC=CC=C1)(C1=CC=CC=C1)(C(C)(C)C)OC[C@@H]1CCC(S1)N1C2=NC=NC(=C2N=C1)Cl (9-(5-O-t-Butyldiphenylsilyl-4-thio-2,3-dideoxy-D-ribofuranosyl)-6-chloropurine), C(C)(=O)O (acetic acid), [F-].C(CCC)[N+](CCCC)(CCCC)CCCC (tetrabutylammonium fluoride). Run in C1CCOC1 (THF). Product: C1(CC[C@H](S1)CO)N1C2=NC=NC(=C2N=C1)Cl (9-(4-Thio-2,3-dideoxy-D-ribofuranosyl)-6-chloropurine). As a reaction SMILES: [Si]([O:18][CH2:19][C@H:20]1[S:24][CH:23]([N:25]2[CH:33]=[N:32][C:31]3[C:26]2=[N:27][CH:28]=[N:29][C:30]=3[Cl:34])[CH2:22][CH2:21]1)(C(C)(C)C)(C1C=CC=CC=1)C1C=CC=CC=1.C(O)(=O)C.[F-].C([N+](CCCC)(CCCC)CCCC)CCC>C1COCC1>[CH:23]1([N:25]2[CH:33]=[N:32][C:31]3[C:26]2=[N:27][CH:28]=[N:29][C:30]=3[Cl:34])[S:24][C@H:20]([CH2:19][OH:18])[CH2:21][CH2:22]1 |f:2.3|. Procedure: A solution of 11 (0.315 g, 0.62 mmol), acetic acid (30 μL, 0.63 mmol) and tetrabutylammonium fluoride (1 M in THF, 0.65 mL, 0.65 mmol) in 3 mL THF was stirred for 10 minutes under nitrogen. The solvent was removed in vacuo and the residue flash chromatographed with dichloromethane followed by 19:1 chloroform/methanol to give 0.164 g (98%) of the anomers. The anomers were separated by centrifugal chromatography with 19:1 chloroform/methanol: yield of β-anomer 10 mg; mp. 125°-128° C.; [α]D25 +2.5°... The reactants are C(C)OC(=O)CCC1=C(C=CC=C1OCCCC(=O)OCC)CCCCCCOC=1C=C(C(=O)O)C=C(C1)C1=CSC=C1C (3-{6-[2-(2-ethoxycarbonyl-ethyl)-3-(3-ethoxycarbonyl-propoxy)-phenyl]-hexyloxy}-5-(4-methyl-thiophen-3-yl)-benzoic acid), CNC (dimethylamine). The product is C(=O)(O)CCC1=C(OCCCC(=O)O)C=CC=C1CCCCCCOC1=CC(=CC(=C1)C1=CSC=C1C)C(N(C)C)=O (4-(2-(2-Carboxy-ethyl)-3-{6-[3-dimethylcarbamoyl-5-(4-methyl-thiophen-3-yl)-phenoxy]-hexyl}-phenoxy)-butyric acid). As a reaction SMILES: C([O:3][C:4]([CH2:6][CH2:7][C:8]1[C:13]([O:14][CH2:15][CH2:16][CH2:17][C:18]([O:20]CC)=[O:19])=[CH:12][CH:11]=[CH:10][C:9]=1[CH2:23][CH2:24][CH2:25][CH2:26][CH2:27][CH2:28][O:29][C:30]1[CH:31]=[C:32]([CH:36]=[C:37]([C:39]2[C:43]([CH3:44])=[CH:42][S:41][CH:40]=2)[CH:38]=1)[C:33](O)=[O:34])=[O:5])C.[CH3:45][NH:46][CH3:47]>>[C:4]([CH2:6][CH2:7][C:8]1[C:9]([CH2:23][CH2:24][CH2:25][CH2:26][CH2:27][CH2:28][O:29][C:30]2[CH:38]=[C:37]([C:39]3[C:43]([CH3:44])=[CH:42][S:41][CH:40]=3)[CH:36]=[C:32]([C:33](=[O:34])[N:46]([CH3:47])[CH3:45])[CH:31]=2)=[CH:10][CH:11]=[CH:12][C:13]=1[O:14][CH2:15][CH2:16][CH2:17][C:18]([OH:20])=[O:19])([OH:3])=[O:5]. Reported procedure: The title compound was prepared according to the general procedure described in Example 74 starting from 3-{6-[2-(2-ethoxycarbonyl-ethyl)-3-(3-ethoxycarbonyl-propoxy)-phenyl]-hexyloxy}-5-(4-methyl-thiophen-3-yl)-benzoic acid and dimethylamine (27% yield after two steps). The reactants are COC=1C=C2C(=CC=NC2=CC1OC)OC1=CC=C(N)C=C1 (4-[(6,7-Dimethoxy-4-quinolyl)oxy]aniline), ClC(Cl)(OC(OC(Cl)(Cl)Cl)=O)Cl (triphosgene), C([O-])(O)=O.[Na+] (sodium bicarbonate), C1(CCCCCC1)CO (cycloheptylmethanol). Run in C(C)N(CC)CC (triethylamine), C1(=CC=CC=C1)C (toluene), C(Cl)Cl (methylene chloride). The product is COC=1C=C2C(=CC=NC2=CC1OC)OC1=CC=C(C=C1)NC(OCC1CCCCCC1)=O (Cycloheptylmethyl N-{4-[(6,7-dimethoxy-4-quinolyl)oxy]phenyl}carbamate). Yield: 84.2%. RXN SMILES: [CH3:1][O:2][C:3]1[CH:4]=[C:5]2[C:10](=[CH:11][C:12]=1[O:13][CH3:14])[N:9]=[CH:8][CH:7]=[C:6]2[O:15][C:16]1[CH:22]=[CH:21][C:19]([NH2:20])=[CH:18][CH:17]=1.Cl[C:24](Cl)([O:26][C:27](=[O:33])OC(Cl)(Cl)Cl)Cl.[CH:35]1(CO)[CH2:41][CH2:40][CH2:39][CH2:38][CH2:37][CH2:36]1.C(=O)(O)[O-].[Na+]>C(Cl)Cl.C(N(CC)CC)C.C1(C)C=CC=CC=1>[CH3:1][O:2][C:3]1[CH:4]=[C:5]2[C:10](=[CH:11][C:12]=1[O:13][CH3:14])[N:9]=[CH:8][CH:7]=[C:6]2[O:15][C:16]1[CH:22]=[CH:21][C:19]([NH:20][C:27](=[O:33])[O:26][CH2:24][CH:35]2[CH2:41][CH2:40][CH2:39][CH2:38][CH2:37][CH2:36]2)=[CH:18][CH:17]=1 |f:3.4|. Procedure: 4-[(6,7-Dimethoxy-4-quinolyl)oxy]aniline (50 mg) was added to toluene (5 ml), and triethylamine (0.5 ml), and the mixture was heated under reflux to prepare a solution. A solution of triphosgene (77 mg) in methylene chloride was then added thereto, and the mixture was heated under reflux for 10 min. Next, cycloheptylmethanol (33 mg) was added thereto, and the mixture was further stirred with heating under reflux for 3 hr. A saturated aqueous sodium bicarbonate solution was added to stop the reac... The reactants are C(C)(=O)OCC (Ethyl acetate), ClC1=CC=C(C=C1)C(C(=O)C1=C(C=C(C=C1)F)O)C(C(C)C)=O (2-(4-chlorophenyl)-1-(4-fluoro-2-hydroxy-phenyl)-4-methyl-pentane-1,3-dione), Cl (HCl), [OH-].[NH4+] (ammonium hydroxide), ice. The solvent is C(C)(=O)O (acetic acid). Conditions: temperature 140 celsius, time 2 hour. Product: ClC1=CC=C(C=C1)C1=C(OC2=CC(=CC=C2C1=O)F)C(C)C (3-(4-Chloro-phenyl)-7-fluoro-2-isopropyl-chromen-4-one). RXN SMILES: [Cl:1][C:2]1[CH:7]=[CH:6][C:5]([CH:8]([C:19](=O)[CH:20]([CH3:22])[CH3:21])[C:9]([C:11]2[CH:16]=[CH:15][C:14]([F:17])=[CH:13][C:12]=2[OH:18])=[O:10])=[CH:4][CH:3]=1.Cl.[OH-].[NH4+].C(OCC)(=O)C>C(O)(=O)C>[Cl:1][C:2]1[CH:7]=[CH:6][C:5]([C:8]2[C:9](=[O:10])[C:11]3[C:12](=[CH:13][C:14]([F:17])=[CH:15][CH:16]=3)[O:18][C:19]=2[CH:20]([CH3:21])[CH3:22])=[CH:4][CH:3]=1 |f:2.3|. Reported procedure: To a solution of 2-(4-chlorophenyl)-1-(4-fluoro-2-hydroxy-phenyl)-4-methyl-pentane-1,3-dione (16.4 g, 49 mmol) in glacial acetic acid (150 ml) is added concentrated HCl (20 ml). The reaction mixture is stirred at 140° C. for 2 h, allowed to cool and then poured into a mixture of 880 ml of ammonium hydroxide and ice (200 ml). Ethyl acetate (300 ml) is added with vigorous stirring. The phases are separated, and the aqueous phase is washed with ethyl acetate (200 ml). The organic phases are combine... Reactants: IC=1N=CN(C1)C1=NC(=CC(=C1)C(F)(F)F)C1=CC=C(C=C1)C(F)(F)F (2-(4-Iodo-imidazol-1-yl)-4-trifluoromethyl-6-(4-trifluoromethyl-phenyl)-pyridine), C(C)(C)(C)NS(=O)(=O)C=1C=C(C=CC1)B(O)O (3-(tert-butylsulfamoyl)-benzeneboronic acid). Product: C(C)(C)(C)NS(=O)(=O)C1=CC(=CC=C1)C=1N=CN(C1)C1=NC(=CC(=C1)C(F)(F)F)C1=CC=C(C=C1)C(F)(F)F (N-tert-Butyl-3-{1-[4-trifluoromethyl-6-(4-trifluoromethyl-phenyl)-pyridin-2-yl]-1H-imidazol-4-yl}-benzenesulfonamide), solid. Isolated yield 22.0%. Reaction SMILES: I[C:2]1[N:3]=[CH:4][N:5]([C:7]2[CH:12]=[C:11]([C:13]([F:16])([F:15])[F:14])[CH:10]=[C:9]([C:17]3[CH:22]=[CH:21][C:20]([C:23]([F:26])([F:25])[F:24])=[CH:19][CH:18]=3)[N:8]=2)[CH:6]=1.[C:27]([NH:31][S:32]([C:35]1[CH:36]=[C:37](B(O)O)[CH:38]=[CH:39][CH:40]=1)(=[O:34])=[O:33])([CH3:30])([CH3:29])[CH3:28]>>[C:27]([NH:31][S:32]([C:35]1[CH:36]=[CH:37][CH:38]=[C:39]([C:2]2[N:3]=[CH:4][N:5]([C:7]3[CH:12]=[C:11]([C:13]([F:14])([F:16])[F:15])[CH:10]=[C:9]([C:17]4[CH:18]=[CH:19][C:20]([C:23]([F:26])([F:25])[F:24])=[CH:21][CH:22]=4)[N:8]=3)[CH:6]=2)[CH:40]=1)(=[O:34])=[O:33])([CH3:30])([CH3:28])[CH3:29]. Procedure details: The title compound was prepared from 2-(4-iodo-imidazol-1-yl)-4-trifluoromethyl-6-(4-trifluoromethyl-phenyl)-pyridine (example E.23) (0.483 g, 1.0 mmol) and commercially available 3-(tert-butylsulfamoyl)-benzeneboronic acid (0.334 g, 1.3 mmol) according to the general procedure VI. Obtained as a white solid (0.126 g, 22%). MS (ISP) 539.3 [(M+H)+]. Starting materials: Cl, NO, [Na+], O=C([O-])O, C1CCOC1, O=C(Cl)C=Cc1ccccc1S(=O)(=O)Nc1ccccc1. The product is O=C(C=Cc1ccccc1S(=O)(=O)Nc1ccccc1)NO. Reaction SMILES: [ClH:1].[NH2:2][OH:3].[Na+:8].[O-:4][C:5]([OH:6])=[O:7].[O:30]1[CH2:31][CH2:32][CH2:33][CH2:34]1.[c:9]1([NH:15][S:16](=[O:17])(=[O:18])[c:19]2[c:20]([CH:25]=[CH:26][C:27](=[O:28])[Cl:29])[cH:21][cH:22][cH:23][cH:24]2)[cH:10][cH:11][cH:12][cH:13][cH:14]1>>[NH:2]([OH:3])[C:27]([CH:26]=[CH:25][c:20]1[c:19]([S:16]([NH:15][c:9]2[cH:10][cH:11][cH:12][cH:13][cH:14]2)(=[O:17])=[O:18])[cH:24][cH:23][cH:22][cH:21]1)=[O:28]. Reactants: resultant mixture, O1CC1COCCCCCCCCCCCCCCCCCC (rac-1,2-Epoxy-3-octadecyloxypropane), N1C(=O)N=C(N)C=C1 (cytosine), C([O-])([O-])=O.[K+].[K+] (potassium carbonate), C(Cl)(Cl)Cl (chloroform). The solvent is CN(C=O)C (dimethyl formamide). Product: OC(CN1C(=O)N=C(N)C=C1)COCCCCCCCCCCCCCCCCCC (1-[2'-hydroxy-3'-octadecyloxypropyl]-cytosine). The yield is 37.3%. Reaction SMILES: [O:1]1[CH:3]([CH2:4][O:5][CH2:6][CH2:7][CH2:8][CH2:9][CH2:10][CH2:11][CH2:12][CH2:13][CH2:14][CH2:15][CH2:16][CH2:17][CH2:18][CH2:19][CH2:20][CH2:21][CH2:22][CH3:23])[CH2:2]1.[NH:24]1[CH:31]=[CH:30][C:28]([NH2:29])=[N:27][C:25]1=[O:26].C(=O)([O-])[O-].[K+].[K+].C(Cl)(Cl)Cl>CN(C)C=O>[OH:1][CH:3]([CH2:4][O:5][CH2:6][CH2:7][CH2:8][CH2:9][CH2:10][CH2:11][CH2:12][CH2:13][CH2:14][CH2:15][CH2:16][CH2:17][CH2:18][CH2:19][CH2:20][CH2:21][CH2:22][CH3:23])[CH2:2][N:24]1[CH:31]=[CH:30][C:28]([NH2:29])=[N:27][C:25]1=[O:26] |f:2.3.4|. Procedure: rac-1,2-Epoxy-3-octadecyloxypropane (2.0 g, 6.13 mmol) is added to a mixture of cytosine (1.0 g, 9.0 mmol) and anhydrous potassium carbonate (40 mg) in dimethyl formamide (25 mL) over a 30 minute period under a nitrogen atmosphere. The resultant mixture is stirred at 80°-90° C. (oil bath temperature) for 48 hours. The reaction mixture is cooled to room temperature and concentrated in vacuo to leave a residue. The residue is stirred with chloroform (50 mL). The undissolved material is filtered in... The reactants are [H-].[H-].[H-].[H-].[Li+].[Al+3] (LiAlH4), C(\C=C/C(=O)O)(=O)O (maleic acid), [NH4+].[Cl-] (NH4Cl), C(CC1=CC=CC=C1)NC=1C2=CC=CC=C2N=C2CCCC(C12)=O (9-phenethylamino-3,4-dihydroacridin-1(2H)-one). Solvent: CCOCC (Et2O), C(C)(C)O (isopropanol), C(C)(C)O (isopropanol), O1CCCC1 (tetrahydrofuran). Reaction conditions: time 0.5 hour. Product: C(\C=C/C(=O)O)(=O)O.C(CC1=CC=CC=C1)NC=1C2=CC=CC=C2N=C2CCCC(C12)O (9-Phenethylamino-1,2,3,4-tetrahydroacridin-1ol maleate). Yield: 32.0%. RXN SMILES: [CH2:1]([NH:9][C:10]1[C:11]2[C:16]([N:17]=[C:18]3[C:23]=1[C:22](=[O:24])[CH2:21][CH2:20][CH2:19]3)=[CH:15][CH:14]=[CH:13][CH:12]=2)[CH2:2][C:3]1[CH:8]=[CH:7][CH:6]=[CH:5][CH:4]=1.[H-].[H-].[H-].[H-].[Li+].[Al+3].[NH4+].[Cl-].[C:33]([OH:40])(=[O:39])/[CH:34]=[CH:35]\[C:36]([OH:38])=[O:37]>O1CCCC1.CCOCC.C(O)(C)C>[C:33]([OH:40])(=[O:39])/[CH:34]=[CH:35]\[C:36]([OH:38])=[O:37].[CH2:1]([NH:9][C:10]1[C:11]2[C:16]([N:17]=[C:18]3[C:23]=1[CH:22]([OH:24])[CH2:21][CH2:20][CH2:19]3)=[CH:15][CH:14]=[CH:13][CH:12]=2)[CH2:2][C:3]1[CH:4]=[CH:5][CH:6]=[CH:7][CH:8]=1 |f:1.2.3.4.5.6,7.8,13.14|. Reported procedure: In 75ml of dry tetrahydrofuran was dissolved 2.45 g of 9-phenethylamino-3,4-dihydroacridin-1(2H)-one. The solution was cooled in ice and 7.0ml (1 eq) of 1.1 M LiAlH4 in Et2O was added dropwise. After 0.5 hour the reaction was complete. It was neutralized with 0.5ml saturated NH4Cl solution and the resulting inorganic salts were filtered off. The filterate was evaporated to a solid and the maleate salt was found by adding a solution of 1.1 eq maleic acid in isopropanol to a suspension of the prod...